Dataset: the Open Reaction Database (ORD), a public repository of structured organic reaction records. Task: describe an organic reaction: reactants, conditions, products, and yield Reactants: CuBr, IC1=CC(=CC=C1)C (1-iodo-3-methylbenzene), N1C=CC2=C(C=CC=C12)CN1CCC(CC1)C=1C=C(C=CC1)NC(C(C)C)=O (N-{3-[1-(1H-indol-4-ylmethyl)-4-piperidinyl]phenyl}-2-methylpropanamide). Reported procedure: Prepared by Procedure C and Scheme Q1, with CuBr in place of Cu, using 1-iodo-3-methylbenzene and N-{3-[1-(1H-indol-4-ylmethyl)-4-piperidinyl]phenyl}-2-methylpropanamide: ESMS m/e: 466.3 (M+H)+. Reaction SMILES: I[C:2]1[CH:7]=[CH:6][CH:5]=[C:4]([CH3:8])[CH:3]=1.[NH:9]1[C:17]2[C:12](=[C:13]([CH2:18][N:19]3[CH2:24][CH2:23][CH:22]([C:25]4[CH:26]=[C:27]([NH:31][C:32](=[O:36])[CH:33]([CH3:35])[CH3:34])[CH:28]=[CH:29][CH:30]=4)[CH2:21][CH2:20]3)[CH:14]=[CH:15][CH:16]=2)[CH:11]=[CH:10]1>>[CH3:35][CH:33]([CH3:34])[C:32]([NH:31][C:27]1[CH:28]=[CH:29][CH:30]=[C:25]([CH:22]2[CH2:23][CH2:24][N:19]([CH2:18][C:13]3[CH:14]=[CH:15][CH:16]=[C:17]4[C:12]=3[CH:11]=[CH:10][N:9]4[C:2]3[CH:7]=[CH:6][CH:5]=[C:4]([CH3:8])[CH:3]=3)[CH2:20][CH2:21]2)[CH:26]=1)=[O:36]. The product is CC(C(=O)NC1=CC(=CC=C1)C1CCN(CC1)CC1=C2C=CN(C2=CC=C1)C1=CC(=CC=C1)C)C (2-METHYL-N-[3-(1-{[1-(3-METHYLPHENYL)-1H-INDOL-4-YL]METHYL}-4-PIPERIDINYL)PHENYL]PROPANAMIDE). Reactants: CC1=C(C=CC=C1)C1=C(C=CC=C1)C (2,2′-dimethylbiphenyl), BrC12CC3CC(CC(C1)C3)C2 (1-bromo-adamantane). Reagents/catalysts: [Fe](Cl)(Cl)Cl (Iron (III) chloride). Run in [N+](=O)([O-])C (nitromethane). Run at time 4 hour. The product is CC1=C(C=C(C=C1)C12CC3CC(CC(C1)C3)C2)C2=C(C=CC(=C2)C23CC1CC(CC(C2)C1)C3)C (2,2′-dimethyl-5,5′-bis(1-adamantyl)biphenyl). Isolated yield 48.2%. As a reaction SMILES: [CH3:1][C:2]1[CH:7]=[CH:6][CH:5]=[CH:4][C:3]=1[C:8]1[CH:13]=[CH:12][CH:11]=[CH:10][C:9]=1[CH3:14].Br[C:16]12[CH2:25][CH:20]3[CH2:21][CH:22]([CH2:24][CH:18]([CH2:19]3)[CH2:17]1)[CH2:23]2>[Fe](Cl)(Cl)Cl.[N+](C)([O-])=O>[CH3:14][C:9]1[CH:10]=[CH:11][C:12]([C:16]23[CH2:25][CH:20]4[CH2:21][CH:22]([CH2:24][CH:18]([CH2:19]4)[CH2:17]2)[CH2:23]3)=[CH:13][C:8]=1[C:3]1[CH:4]=[C:5]([C:16]23[CH2:25][CH:20]4[CH2:21][CH:22]([CH2:24][CH:18]([CH2:19]4)[CH2:17]2)[CH2:23]3)[CH:6]=[CH:7][C:2]=1[CH3:1]. Procedure: A 100 ml four-neck flask provided with a thermometer, stirrer, reflux tube, and nitrogen-introducing tube was charged with 2,2′-dimethylbiphenyl 14.7 g (80.55 mmol), 1-bromo-adamantane 34.7 g (161.1 mmol), and nitromethane 200 ml and the mixture stirred under a nitrogen flow at room temperature. Iron (III) chloride 1.31 g (8.07 mmol) was added and the result stirred at room temperature until dissolving. An oil bath was heated to 60° C., then the stirring was continued at that temperature for 4 h... Reactants: CN=C=O, Cl, CCOC(=O)c1c(C)nsc1N, c1ccncc1. Yields the product CCOC(=O)c1c(C)nsc1NC(=O)NC. Reaction SMILES: [CH3:13][N:14]=[C:15]=[O:16].[ClH:17].[NH2:1][c:2]1[c:3]([C:8](=[O:9])[O:10][CH2:11][CH3:12])[c:4]([CH3:7])[n:5][s:6]1.[cH:18]1[cH:19][cH:20][n:21][cH:22][cH:23]1>>[NH:1]([c:2]1[c:3]([C:8](=[O:9])[O:10][CH2:11][CH3:12])[c:4]([CH3:7])[n:5][s:6]1)[C:15]([NH:14][CH3:13])=[O:16].